Dataset: the Open Reaction Database (ORD), a public repository of structured organic reaction records. Task: describe an organic reaction: reactants, conditions, products, and yield The reactants are CC(C)Br, O=C([O-])[O-], Cc1cc(O)ccc1[N+](=O)[O-], CC(C)=O, [K+], [K+]. The product is Cc1cc(OC(C)C)ccc1[N+](=O)[O-]. As a reaction SMILES: [Br:12][CH:13]([CH3:14])[CH3:15].[C:16](=[O:17])([O-:18])[O-:19].[CH3:1][c:2]1[cH:3][c:4]([OH:5])[cH:6][cH:7][c:8]1[N+:9]([O-:10])=[O:11].[CH3:22][C:23](=[O:24])[CH3:25].[K+:20].[K+:21]>>[CH3:1][c:2]1[cH:3][c:4]([O:5][CH:13]([CH3:14])[CH3:15])[cH:6][cH:7][c:8]1[N+:9]([O-:10])=[O:11].